Dataset: the Open Reaction Database (ORD), a public repository of structured organic reaction records. Task: describe an organic reaction: reactants, conditions, products, and yield Reactants: ClCCOC=1C=C(C=CC1)NC1=CC(=NC2=CC=CC=C12)C ([3-(2-Chloroethoxy)phenyl]-(2-methylquinolin-4-yl)amine), C([O-])([O-])=O.[Na+].[Na+] (sodium carbonate), C1(=CC=CC=C1)S(=O)(=O)N1CCNCC1 (1-Benzenesulfonylpiperazine). The solvent is CN(C)C=O (DMF). Conditions: temperature 90 celsius. Yields the product C1(=CC=CC=C1)S(=O)(=O)N1CCN(CC1)CCOC=1C=C(C=CC1)NC1=CC(=NC2=CC=CC=C12)C ({3-[2-(4-Benzenesulfonylpiperazin-1-yl)ethoxy]phenyl}-(2-methylquinolin-4-yl)amine). Yield: 5.9%. RXN SMILES: Cl[CH2:2][CH2:3][O:4][C:5]1[CH:6]=[C:7]([NH:11][C:12]2[C:21]3[C:16](=[CH:17][CH:18]=[CH:19][CH:20]=3)[N:15]=[C:14]([CH3:22])[CH:13]=2)[CH:8]=[CH:9][CH:10]=1.C(=O)([O-])[O-].[Na+].[Na+].[C:29]1([S:35]([N:38]2[CH2:43][CH2:42][NH:41][CH2:40][CH2:39]2)(=[O:37])=[O:36])[CH:34]=[CH:33][CH:32]=[CH:31][CH:30]=1>CN(C=O)C>[C:29]1([S:35]([N:38]2[CH2:43][CH2:42][N:41]([CH2:2][CH2:3][O:4][C:5]3[CH:6]=[C:7]([NH:11][C:12]4[C:21]5[C:16](=[CH:17][CH:18]=[CH:19][CH:20]=5)[N:15]=[C:14]([CH3:22])[CH:13]=4)[CH:8]=[CH:9][CH:10]=3)[CH2:40][CH2:39]2)(=[O:37])=[O:36])[CH:34]=[CH:33][CH:32]=[CH:31][CH:30]=1 |f:1.2.3|. Procedure details: To a solution of 21 (250 mg, 0.67 mmol) in DMF (5 mL) were sequentially added sodium carbonate (149 mg, 1.41 mmol). and 22 (183 mg, 0.808 mmol). The reaction was placed under a N2 atmosphere and heated at 90° C. for 16 hours. After cooling to room temperature, the reaction mixture was extracted with ethyl acetate and washed with water and brine. The ethyl acetate extracts were dried over anhydrous magnesium sulfate and evaporated. The residue was purified via reversed phase HPLC to yield the tit... The reactants are C1(=CC=CC2=CC=CC=C12)CCCC(=O)Cl (4-naphthalen-1-yl-butyryl chloride), FC1=CC=C(C=C1)C(CN1CCNCC1)N1CCN(CC1)C (1-[2-(4-fluorophenyl)-2-(4-methylpiperazino)ethyl]piperazine), C([O-])(O)=O.[Na+] (sodium bicarbonate). Solvent: C1(=CC=CC=C1)C (toluene). Reaction conditions: time 30 minute. Product: FC1=CC=C(C=C1)C(CN1CCN(CC1)C(CCCC1=CC=CC2=CC=CC=C12)=O)N1CCN(CC1)C (1-[2-(4-fluorophenyl)-2-(4-methylpiperazino)ethyl]-4-(4-naphthalen-1-yl-butyryl)piperazine). RXN SMILES: [C:1]1([CH2:11][CH2:12][CH2:13][C:14](Cl)=[O:15])[C:10]2[C:5](=[CH:6][CH:7]=[CH:8][CH:9]=2)[CH:4]=[CH:3][CH:2]=1.[F:17][C:18]1[CH:23]=[CH:22][C:21]([CH:24]([N:32]2[CH2:37][CH2:36][N:35]([CH3:38])[CH2:34][CH2:33]2)[CH2:25][N:26]2[CH2:31][CH2:30][NH:29][CH2:28][CH2:27]2)=[CH:20][CH:19]=1.C(=O)(O)[O-].[Na+]>C1(C)C=CC=CC=1>[F:17][C:18]1[CH:23]=[CH:22][C:21]([CH:24]([N:32]2[CH2:37][CH2:36][N:35]([CH3:38])[CH2:34][CH2:33]2)[CH2:25][N:26]2[CH2:31][CH2:30][N:29]([C:14](=[O:15])[CH2:13][CH2:12][CH2:11][C:1]3[C:10]4[C:5](=[CH:6][CH:7]=[CH:8][CH:9]=4)[CH:4]=[CH:3][CH:2]=3)[CH2:28][CH2:27]2)=[CH:20][CH:19]=1 |f:2.3|. Procedure details: 0.37 g of 4-Naphthalen-1-yl-butyric acid was dissolved in 5.0 ml of toluene, and 0.35 ml of thionyl chloride and 1 drop of dimethylformamide were added, followed by heating at 70° C. for 30 minutes. The reaction solution was cooled to room temperature and concentrated under reduced pressure to give a crude 4-naphthalen-1-yl-butyryl chloride. To the resulting crude 4-naphthalen-1-yl-butyryl chloride was added 2.3 ml of a toluene solution of 0.40 g of 1-[2-(4-fluorophenyl)-2-(4-methylpiperazino)et... Starting materials: FC1=CC=C(C=C1)[C@@H]1N(CC[C@H](C1)C1=CC(NO1)=O)C(=O)OC (Trans-methyl 2-(4-fluorophenyl)-4-(3-oxo-2,3-dihydroisoxazol-5-yl)piperidine-1-carboxylate), Br (hydrogen bromide). Reaction conditions: time 8 hour. Product: FC1=CC=C(C=C1)[C@@H]1NCC[C@H](C1)C1=CC(NO1)=O (5-(Trans-2-(4-fluorophenyl)piperidin-4-yl)isoxazol-3(2H)-one). As a reaction SMILES: [F:1][C:2]1[CH:7]=[CH:6][C:5]([C@H:8]2[CH2:13][C@H:12]([C:14]3[O:18][NH:17][C:16](=[O:19])[CH:15]=3)[CH2:11][CH2:10][N:9]2C(OC)=O)=[CH:4][CH:3]=1.Br>>[F:1][C:2]1[CH:7]=[CH:6][C:5]([C@H:8]2[CH2:13][C@H:12]([C:14]3[O:18][NH:17][C:16](=[O:19])[CH:15]=3)[CH2:11][CH2:10][NH:9]2)=[CH:4][CH:3]=1. Reported procedure: Trans-methyl 2-(4-fluorophenyl)-4-(3-oxo-2,3-dihydroisoxazol-5-yl)piperidine-1-carboxylate (0.3 g, 0.94 mmol) was dissolved in hydrogen bromide (33% in acetic acid, 6 mL, 34.26 mmol) and the solution stirred at room temperature overnight. The solvent was evaporated and the residue was purified by preparative HPLC (Instrument: Agilent, Mobilphase: gradient 5-95% MeCN in 0.2% NH3, pH10, Column: Xbridge Prep C18 5 μm OBD 19*150 mm) 5-(Trans-2-(4-fluorophenyl)piperidin-4-yl)isoxazol-3(2H)-one (54 mg... The reactants are CC(=O)C (Acetone), O (water), C(#CCCCCCCCCCCC)C1=C(C=CC=C1)/C=C/P(OCC)(OCC)=O (Diethyl E-2-[2-(1-tridecynyl)phenyl]ethenylphosphonate), Br[Si](C)(C)C (bromotrimethylsilane), Br[Si](C)(C)C (bromotrimethylsilane), CC(=O)C (Acetone), O (water). Run in C(Cl)Cl.[2H]C(Cl)(Cl)[2H] (CH2Cl2 CD2Cl2). Run at time 30 hour. Product: C(#CCCCCCCCCCCC)C1=C(C=CC=C1)C=CP(O)(O)=O (2-[2-(1-Tridecynyl)phenyl]ethenylphosphonic acid). Yield: 76.8%. Reaction SMILES: [C:1]([C:14]1[CH:19]=[CH:18][CH:17]=[CH:16][C:15]=1/[CH:20]=[CH:21]/[P:22](=[O:29])([O:26]CC)[O:23]CC)#[C:2][CH2:3][CH2:4][CH2:5][CH2:6][CH2:7][CH2:8][CH2:9][CH2:10][CH2:11][CH2:12][CH3:13].Br[Si](C)(C)C.CC(C)=O.O>C(Cl)Cl.[2H]C([2H])(Cl)Cl>[C:1]([C:14]1[CH:19]=[CH:18][CH:17]=[CH:16][C:15]=1[CH:20]=[CH:21][P:22](=[O:23])([OH:29])[OH:26])#[C:2][CH2:3][CH2:4][CH2:5][CH2:6][CH2:7][CH2:8][CH2:9][CH2:10][CH2:11][CH2:12][CH3:13] |f:4.5|. Reported procedure: Diethyl E-2-[2-(1-tridecynyl)phenyl]ethenylphosphonate (0.521 g, 1.25 mmol) prepared according to Example 13 was dissolved in CH2Cl2 : CD2Cl2 (1:1, 9 ml ) and stirred while bromotrimethylsilane (0.38 g, 2.48 mmol) was added. The reaction was monitored by 1H and 31P NMR. Additional bromotrimethylsilane (0.1 ml, 0.76 mmol) was added after 6.5 hours. After stirring for 30 hours, the solvent was removed under reduced pressure. Acetone (5 ml) was added, along with water (0.15 ml, 8.3 mmol). The react... Starting materials: S1C=CC(C=2NC=3C=CC=CC3C21)=O (thiopyrano[3,2-b]indol-4(5H)-one), C(C)(C)Br (isopropyl bromide). Yields the product C(C)(C)N1C2=C(C=3C=CC=CC13)SC=CC2=O (5-Isopropylthiopyrano[3,2-b]indol-4(5H)-one). Reaction SMILES: [S:1]1[C:13]2[C:12]3[CH:11]=[CH:10][CH:9]=[CH:8][C:7]=3[NH:6][C:5]=2[C:4](=[O:14])[CH:3]=[CH:2]1.[CH:15](Br)([CH3:17])[CH3:16]>>[CH:15]([N:6]1[C:7]2[CH:8]=[CH:9][CH:10]=[CH:11][C:12]=2[C:13]2[S:1][CH:2]=[CH:3][C:4](=[O:14])[C:5]1=2)([CH3:17])[CH3:16]. Procedure details: -- By the same method as described in Example 7, 4.8 g of thiopyrano[3,2-b]indol-4(5H)-one is alkylated with isopropyl bromide to give 2.4 g of product, mp 154°-6° C, after recrystallization from methylene chloride-hexane.